This data is from the Open Reaction Database (ORD), a public repository of structured organic reaction records. The task is: describe an organic reaction: reactants, conditions, products, and yield Reactants: CC(C)(C)N1C(=O)C(Cl)=C(c2ccccc2)S1(=O)=O, NCCC(=O)Oc1ccc(OC(F)(F)F)cc1. Product: CC(C)(C)N1C(=O)C(NCCC(=O)Oc2ccc(OC(F)(F)F)cc2)=C(c2ccccc2)S1(=O)=O. As a reaction SMILES: [C:1]([CH3:2])([CH3:3])([CH3:4])[N:5]1[S:6](=[O:18])(=[O:19])[C:7]([c:12]2[cH:13][cH:14][cH:15][cH:16][cH:17]2)=[C:8]([Cl:11])[C:9]1=[O:10].[NH2:20][CH2:21][CH2:22][C:23](=[O:24])[O:25][c:26]1[cH:27][cH:28][c:29]([O:32][C:33]([F:34])([F:35])[F:36])[cH:30][cH:31]1>>[C:1]([CH3:2])([CH3:3])([CH3:4])[N:5]1[S:6](=[O:18])(=[O:19])[C:7]([c:12]2[cH:13][cH:14][cH:15][cH:16][cH:17]2)=[C:8]([NH:20][CH2:21][CH2:22][C:23](=[O:24])[O:25][c:26]2[cH:27][cH:28][c:29]([O:32][C:33]([F:34])([F:35])[F:36])[cH:30][cH:31]2)[C:9]1=[O:10].